From a dataset of the Open Reaction Database (ORD), a public repository of structured organic reaction records. describe an organic reaction: reactants, conditions, products, and yield Starting materials: CC(C=O)CC=CC(CC)C (2,6-dimethyl-oct-4-en-1-al), C(=C)[Mg]Cl (vinyl-magnesium chloride), O (water). The solvent is O1CCCC1 (tetrahydrofuran). The product is CC(C(C=C)O)CC=CC(CC)C (4,8-Dimethyl-decan-1,6-dien-3-ol). Yield: 94.0%. Reaction SMILES: [CH3:1][CH:2]([CH2:5][CH:6]=[CH:7][CH:8]([CH3:11])[CH2:9][CH3:10])[CH:3]=[O:4].[CH:12]([Mg]Cl)=[CH2:13].O>O1CCCC1>[CH3:1][CH:2]([CH2:5][CH:6]=[CH:7][CH:8]([CH3:11])[CH2:9][CH3:10])[CH:3]([OH:4])[CH:12]=[CH2:13]. Procedure details: 54 g (0.35 mole) of 2,6-dimethyl-oct-4-en-1-al are added in the course of 15 minutes to a solution of 0.4 mole of vinyl-magnesium chloride in 2 liters of tetrahydrofuran, whilst cooling with ice. After a reaction time of 30 minutes, the mixture is hydrolyzed with 40 ml of water, the organic phase is isolated and the solvent is distilled off. The reaction product is fractionated, giving 60 g of the above allyl alcohol (yield, 94% of theory). B.p. = 48°-52° C at 0.02 mm Hg; nD25 = 1.4591. The reactants are COCOC=1C=C(C=CC1)B(O)O (3-methoxymethoxyphenylboronic acid), C(C)(C)(C)C=1C=C(C(=O)OCC)C=CC1OS(=O)(=O)C(F)(F)F (ethyl 3-tert-butyl-4-trifluoromethanesulphonyloxybenzoate), C([O-])([O-])=O.[K+].[K+] (potassium carbonate). The reagents and catalysts are [Pd].C1(=CC=CC=C1)P(C1=CC=CC=C1)C1=CC=CC=C1.C1(=CC=CC=C1)P(C1=CC=CC=C1)C1=CC=CC=C1.C1(=CC=CC=C1)P(C1=CC=CC=C1)C1=CC=CC=C1.C1(=CC=CC=C1)P(C1=CC=CC=C1)C1=CC=CC=C1 (tetrakis(triphenylphosphine)-palladium). Solvent: C(C)O (ethanol). Yields the product OC=1C=C(C=CC1)C1=C(C=C(C=C1)C(=O)OCC)C(C)(C)C (Ethyl 3′-hydroxy-2-tert-butylbiphenyl-4-carboxylate). As a reaction SMILES: COC[O:4][C:5]1[CH:6]=[C:7](B(O)O)[CH:8]=[CH:9][CH:10]=1.[C:14]([C:18]1[CH:19]=[C:20]([CH:26]=[CH:27][C:28]=1OS(C(F)(F)F)(=O)=O)[C:21]([O:23][CH2:24][CH3:25])=[O:22])([CH3:17])([CH3:16])[CH3:15].C(=O)([O-])[O-].[K+].[K+]>C(O)C.[Pd].C1(P(C2C=CC=CC=2)C2C=CC=CC=2)C=CC=CC=1.C1(P(C2C=CC=CC=2)C2C=CC=CC=2)C=CC=CC=1.C1(P(C2C=CC=CC=2)C2C=CC=CC=2)C=CC=CC=1.C1(P(C2C=CC=CC=2)C2C=CC=CC=2)C=CC=CC=1>[OH:4][C:5]1[CH:6]=[C:7]([C:28]2[CH:27]=[CH:26][C:20]([C:21]([O:23][CH2:24][CH3:25])=[O:22])=[CH:19][C:18]=2[C:14]([CH3:15])([CH3:17])[CH3:16])[CH:8]=[CH:9][CH:10]=1 |f:2.3.4,6.7.8.9.10|. Procedure details: In a manner similar to that of Example 1(h), by reaction of 6.8 g (37 mmol) of 3-methoxymethoxyphenylboronic acid (described in Example 1(g)) with 11 g (31 mmol) of ethyl 3-tert-butyl-4-trifluoromethanesulphonyloxybenzoate, 37 mL of 2M potassium carbonate and 1.8 g of tetrakis(triphenylphosphine)-palladium, followed by deprotection in ethanol, the desired product is obtained in the form of pink crystals (m.p.=118-120° C.; m=5.3 g; Y=57%). Starting materials: O=C1CCC(O)(c2ccc(OCc3ccccc3)nc2)CC1, O=C(CNC(=O)c1cccc(C(F)(F)F)c1)NC1CNC1. The product is O=C(CNC(=O)c1cccc(C(F)(F)F)c1)NC1CN(C2CCC(O)(c3ccc(OCc4ccccc4)nc3)CC2)C1. As a reaction SMILES: [CH2:1]([c:2]1[cH:3][cH:4][cH:5][cH:6][cH:7]1)[O:8][c:9]1[cH:10][cH:11][c:12]([C:15]2([OH:22])[CH2:16][CH2:17][C:18](=[O:21])[CH2:19][CH2:20]2)[cH:13][n:14]1.[NH:23]1[CH2:24][CH:25]([NH:27][C:28](=[O:29])[CH2:30][NH:31][C:32]([c:33]2[cH:34][c:35]([C:39]([F:40])([F:41])[F:42])[cH:36][cH:37][cH:38]2)=[O:43])[CH2:26]1>>[CH2:1]([c:2]1[cH:3][cH:4][cH:5][cH:6][cH:7]1)[O:8][c:9]1[cH:10][cH:11][c:12]([C:15]2([OH:22])[CH2:16][CH2:17][CH:18]([N:23]3[CH2:24][CH:25]([NH:27][C:28](=[O:29])[CH2:30][NH:31][C:32]([c:33]4[cH:34][c:35]([C:39]([F:40])([F:41])[F:42])[cH:36][cH:37][cH:38]4)=[O:43])[CH2:26]3)[CH2:19][CH2:20]2)[cH:13][n:14]1. The reactants are ClCc1ccccc1, [H-], [H][H], [Na+], CN(C)C=O, O, N#Cc1ccc(O)cc1. Product: N#Cc1ccc(OCc2ccccc2)cc1. Reaction SMILES: [Cl:14][CH2:15][c:16]1[cH:17][cH:18][cH:19][cH:20][cH:21]1.[H-:2].[H:12][H:13].[Na+:1].[O:22]=[CH:23][N:24]([CH3:25])[CH3:26].[OH2:27].[OH:3][c:4]1[cH:5][cH:6][c:7]([C:8]#[N:9])[cH:10][cH:11]1>>[O:3]([c:4]1[cH:5][cH:6][c:7]([C:8]#[N:9])[cH:10][cH:11]1)[CH2:15][c:16]1[cH:17][cH:18][cH:19][cH:20][cH:21]1. Reactants: O (water), CC(C)(C)[Si](C)(C)Cl (TBSCl), OC1CC(CC1)C(=O)OCC1=CC=CC=C1 (benzyl 3-hydroxycyclopentanecarboxylate), N1C=NC=C1 (imidazole). Solvent: C1CCOC1 (THF), CN(C)C=O (DMF). Run at time 3 hour. Product: [Si](C)(C)(C(C)(C)C)OC1CC(CC1)C(=O)OCC1=CC=CC=C1 (benzyl 3-(tert-butyldimethylsilyloxy)cyclopentanecarboxylate). The yield is 101.0%. Reaction SMILES: [CH3:1][C:2]([Si:5](Cl)([CH3:7])[CH3:6])([CH3:4])[CH3:3].[OH:9][CH:10]1[CH2:14][CH2:13][CH:12]([C:15]([O:17][CH2:18][C:19]2[CH:24]=[CH:23][CH:22]=[CH:21][CH:20]=2)=[O:16])[CH2:11]1.N1C=CN=C1.O>C1COCC1.CN(C=O)C>[Si:5]([O:9][CH:10]1[CH2:14][CH2:13][CH:12]([C:15]([O:17][CH2:18][C:19]2[CH:20]=[CH:21][CH:22]=[CH:23][CH:24]=2)=[O:16])[CH2:11]1)([C:2]([CH3:4])([CH3:3])[CH3:1])([CH3:7])[CH3:6]. Reported procedure: A solution of TBSCl (7.5 g, 50 mmol) in THF (50 mL) was added dropwise to a solution of benzyl 3-hydroxycyclopentanecarboxylate (10.0 g, 45.0 mmol) and imidazole (3.4 g, 50 mmol) in DMF (100 mL) at ambient temperature. The reaction mixture was stirred for 3 h and water (300 mL) was added. The resulting mixture was extracted with EtOAc (200 mL×3). The combined organic extracts were washed with 5% aqueous KHSO4 (100 mL×3), saturated aqueous NaHCO3 (100 mL×3), and brine (100 mL×1), respectively. Th... RXN SMILES: C([NH:14][C:15]1([CH:24]=[CH:23][C:22]([Cl:25])=[CH:21][CH2:20]1)[CH2:16][P:17]([OH:19])[OH:18])(C1C=CC=CC=1)C1C=CC=CC=1.C(NC(P(O)O)C(C)C)(C1C=CC=CC=1)C1C=CC=CC=1>>[NH2:14][C:15]1([CH2:16][P:17]([OH:19])[OH:18])[CH:20]=[CH:21][C:22]([Cl:25])=[CH:23][CH2:24]1. Procedure details: The procedure described in Example 1C was repeated using DL-1-benzhydrylamino-p-chlorobenzylphosphonous acid as starting material instead of DL-1-benzhydrylamino-2-methylpropanephosphonous acid to give DL-1-amino-p-chlorophenylmethanephosphonous acid of melting point 228°-230° (dec.). The reactants are C(C1=CC=CC=C1)(C1=CC=CC=C1)NC1(CP(O)O)CC=C(C=C1)Cl (1-benzhydrylamino-p-chlorobenzylphosphonous acid), C(C1=CC=CC=C1)(C1=CC=CC=C1)NC(C(C)C)P(O)O (1-benzhydrylamino-2-methylpropanephosphonous acid). Yields the product NC1(CC=C(C=C1)Cl)CP(O)O (1-amino-p-chlorophenylmethanephosphonous acid).